Dataset: the Open Reaction Database (ORD), a public repository of structured organic reaction records. Task: describe an organic reaction: reactants, conditions, products, and yield The reactants are CCCCCCO, CN(C)C=O, Fc1ccc(Br)cc1CBr, [H-], [Na+]. Product: CCCCCCOCc1cc(Br)ccc1F. RXN SMILES: [CH2:1]([CH2:2][CH2:3][CH2:4][CH2:5][CH3:6])[OH:7].[CH3:20][N:21]([CH3:22])[CH:23]=[O:24].[F:10][c:11]1[c:12]([CH2:13][Br:14])[cH:15][c:16]([Br:19])[cH:17][cH:18]1.[H-:8].[Na+:9]>>[CH2:1]([CH2:2][CH2:3][CH2:4][CH2:5][CH3:6])[O:7][CH2:13][c:12]1[c:11]([F:10])[cH:18][cH:17][c:16]([Br:19])[cH:15]1. The reactants are CCOC(=O)c1ccc(NC(=O)c2nc(C#N)c[nH]2)c(C2=CCC(C)(C)CC2)c1, CCO, O=C(O)C(F)(F)F, [K+], [OH-]. Product: CC1(C)CC=C(c2cc(C(=O)O)ccc2NC(=O)c2nc(C#N)c[nH]2)CC1. Reaction SMILES: [CH2:1]([CH3:2])[O:3][C:4]([c:5]1[cH:6][c:7]([C:21]2=[CH:22][CH2:23][C:24]([CH3:27])([CH3:28])[CH2:25][CH2:26]2)[c:8]([NH:11][C:12](=[O:13])[c:14]2[nH:15][cH:16][c:17]([C:19]#[N:20])[n:18]2)[cH:9][cH:10]1)=[O:29].[CH3:39][CH2:40][OH:41].[F:32][C:33]([F:34])([F:35])[C:36]([OH:37])=[O:38].[K+:31].[OH-:30]>>[O:3]=[C:4]([c:5]1[cH:6][c:7]([C:21]2=[CH:22][CH2:23][C:24]([CH3:27])([CH3:28])[CH2:25][CH2:26]2)[c:8]([NH:11][C:12](=[O:13])[c:14]2[nH:15][cH:16][c:17]([C:19]#[N:20])[n:18]2)[cH:9][cH:10]1)[OH:29]. Starting materials: C[O-], CN(C)C=O, Cl, Cl, Cl, CN1CCC2(CC1)CN(c1ccccc1N)c1ccccc12, [Na+]. The product is Cl, CN1CCC2(CC1)CN(c1ccccc1NC=O)c1ccccc12. As a reaction SMILES: [CH3:25][O-:26].[CH3:29][N:30]([CH3:31])[CH:32]=[O:33].[ClH:1].[ClH:28].[ClH:2].[NH2:3][c:4]1[c:5]([N:10]2[CH2:11][C:12]3([c:13]4[cH:14][cH:15][cH:16][cH:17][c:18]42)[CH2:19][CH2:20][N:21]([CH3:24])[CH2:22][CH2:23]3)[cH:6][cH:7][cH:8][cH:9]1.[Na+:27]>>[ClH:1].[NH:3]([c:4]1[c:5]([N:10]2[CH2:11][C:12]3([c:13]4[cH:14][cH:15][cH:16][cH:17][c:18]42)[CH2:19][CH2:20][N:21]([CH3:24])[CH2:22][CH2:23]3)[cH:6][cH:7][cH:8][cH:9]1)[CH:25]=[O:26].